This data is from the Open Reaction Database (ORD), a public repository of structured organic reaction records. The task is: describe an organic reaction: reactants, conditions, products, and yield The reactants are [N+](=O)([O-])C=1C=CC=2CC3N(CC2C1)CCNC3 (8-nitro-2,3,4,6,11,11a-hexahydro-1H-pyrazino[1,2-b]isoquinoline), Cl (hydrochloric acid), Pd--C, [H][H] (hydrogen), [H][H] (Hydrogen). The solvent is CO (methanol), O (water). Product: Cl.Cl.Cl.C1NCCN2CC=3C=C(C=CC3CC21)N (2,3,4,6,11,11a-Hexahydro-1H-pyrazino[1,2-b]isoquinolin-8-amine trihydrochloride). RXN SMILES: [N+:1]([C:4]1[CH:5]=[CH:6][C:7]2[CH2:8][CH:9]3[CH2:17][NH:16][CH2:15][CH2:14][N:10]3[CH2:11][C:12]=2[CH:13]=1)([O-])=O.[ClH:18].[H][H]>CO.O>[ClH:18].[ClH:18].[ClH:18].[CH2:17]1[CH:9]2[N:10]([CH2:11][C:12]3[CH:13]=[C:4]([NH2:1])[CH:5]=[CH:6][C:7]=3[CH2:8]2)[CH2:14][CH2:15][NH:16]1 |f:5.6.7.8|. Procedure: To 8-nitro-2,3,4,6,11,11a-hexahydro-1H-pyrazino[1,2-b]isoquinoline (2.98 g) in methanol (150 ml) and water (10 ml) was added concentrated hydrochloric acid (3.26 ml) and 5% Pd--C (300 mg). The mixture was treated with hydrogen at 50 psi on a Parr Hydrogenator. Hydrogen uptake was complete in 1.0 hour. The catalyst was filtered off and the solvent removed under reduced pressure to yield the title product as a solid (3.69 g). Starting materials: [S-]C#N.[K+] (potassium thiocyanate), II (iodine), CC(CC=O)(C)C (3,3-dimethylbutanal), O1[C@@H](CCC1)CN ((S)-(tetrahydrofuran-2-yl)methanamine). Run in C(C)#N (acetonitrile), CCOC(=O)C (EtOAc). Run at temperature 22 celsius, time 12 hour. Yields the product C(C)(C)(C)C1=CN(C(S1)=N)C[C@H]1OCCC1 (5-tert-Butyl-3-[(S)-1-(tetrahydro-furan-2-yl)methyl]-3H-thiazol-2-ylideneamine). Reaction SMILES: [CH3:1][C:2]([CH3:7])([CH3:6])[CH2:3][CH:4]=O.[O:8]1[CH2:12][CH2:11][CH2:10][C@H:9]1[CH2:13][NH2:14].[S-:15][C:16]#[N:17].[K+].II>C(#N)C.CCOC(C)=O>[C:2]([C:3]1[S:15][C:16](=[NH:17])[N:14]([CH2:13][C@@H:9]2[CH2:10][CH2:11][CH2:12][O:8]2)[CH:4]=1)([CH3:7])([CH3:6])[CH3:1] |f:2.3|. Procedure details: To a solution of 3,3-dimethylbutanal (Aldrich) (1.52 mL, 12.1 mmol) and (S)-(tetrahydrofuran-2-yl)methanamine (Aldrich) (1.00 g, 9.89 mmol) in 12 mL of acetonitrile was added 1.20 g of molecular sieves (4 Å beads, 8-12 mesh). The mixture was stirred for 12 h at 22° C. The mixture was filtered and to the filtrate was added potassium thiocyanate (1.42 g, 14.6 mmol). The temperature was adjusted at 50° C. and the mixture was stirred until all solids were dissolved, then iodine (5.58 g, 22.0 mmol) w... The reactants are Ice, C(#N)C(C1=CC=CC=C1)(C1=CC=CC=C1)[C@@H]1CNCC1 (3-(R)-(-)-(1-cyano-1,1-diphenylmethyl)pyrrolidine), [OH-].[Na+] (sodium hydroxide). The solvent is S(O)(O)(=O)=O (sulphuric acid), O (water). Reaction conditions: temperature 80 celsius, time 1 hour. The product is C(N)(=O)C(C1=CC=CC=C1)(C1=CC=CC=C1)[C@@H]1CNCC1 (3-(R)-(+)-(1-carbamoyl-1,1-diphenylmethyl)pyrrolidine). RXN SMILES: [C:1]([C:3]([C@H:16]1[CH2:20][CH2:19][NH:18][CH2:17]1)([C:10]1[CH:15]=[CH:14][CH:13]=[CH:12][CH:11]=1)[C:4]1[CH:9]=[CH:8][CH:7]=[CH:6][CH:5]=1)#[N:2].[OH-:21].[Na+]>S(=O)(=O)(O)O.O>[C:1]([C:3]([C@H:16]1[CH2:20][CH2:19][NH:18][CH2:17]1)([C:10]1[CH:11]=[CH:12][CH:13]=[CH:14][CH:15]=1)[C:4]1[CH:9]=[CH:8][CH:7]=[CH:6][CH:5]=1)(=[O:21])[NH2:2] |f:1.2|. Reported procedure: 3 3-(R)-(-)-(1-cyano-1,1-diphenylmethyl)pyrrolidine (9.2 g--see Preparation 9(B)) was dissolved in 95% sulphuric acid (80 ml) and the mixture was heated at 80° C. for 4 hours and then at 90° C. for 1 hour. Ice (1 kg) was added and the mixture was basified (pH 12) by the addition of a cold solution of sodium hydroxide (120 g) in water (100 ml). The mixture was extracted with dichloromethane (4×100 ml) and the combined extracts were dried (MgSO4) then concentrated in vacuo to give a foam which was... The reactants are C(C1=CC=CC=C1)OC(=O)N1[C@H](C[C@H](CC1)CP(=O)(OC)OC)C(=O)O (cis-1-benzyloxycarbonyl-4-dimethylphosphonomethyl-2-piperidinecarboxylic acid). Reagents/catalysts: [Pd] (palladium on carbon). The solvent is C(C)O (ethanol), C(C)O (ethanol). The product is COP(=O)(OC)C[C@@H]1C[C@@H](NCC1)C(=O)O (cis-4-dimethylphosphonomethyl-2-piperidine-carboxylic acid). As a reaction SMILES: C(OC([N:11]1[CH2:16][CH2:15][C@H:14]([CH2:17][P:18]([O:22][CH3:23])([O:20][CH3:21])=[O:19])[CH2:13][C@@H:12]1[C:24]([OH:26])=[O:25])=O)C1C=CC=CC=1>C(O)C.[Pd]>[CH3:21][O:20][P:18]([CH2:17][C@H:14]1[CH2:15][CH2:16][NH:11][C@@H:12]([C:24]([OH:26])=[O:25])[CH2:13]1)([O:22][CH3:23])=[O:19]. Procedure details: A solution of 1.0 g of cis-1-benzyloxycarbonyl-4-dimethylphosphonomethyl-2-piperidinecarboxylic acid in 30 ml of ethanol is hydrogenated at 3 atmospheres pressure over 500 mg of 10% palladium on carbon catalyst in 30 ml of ethanol. Filtration and removal of solvent affords cis-4-dimethylphosphonomethyl-2-piperidine-carboxylic acid as an amorphous solid.